From a dataset of the Open Reaction Database (ORD), a public repository of structured organic reaction records. describe an organic reaction: reactants, conditions, products, and yield Reactants: Cl.CN(C1=C(CCl)C=CC=C1)C (2-dimethylaminobenzyl chloride hydrochloride), N1(CCNCC1)C(=S)SC (methyl piperazinecarbodithioate), C([O-])([O-])=O.[Na+].[Na+] (sodium carbonate). Solvent: CC(=O)C (acetone). The product is CN(C1=C(CN2CCN(CC2)C(=S)SC)C=CC=C1)C (Methyl 4-(2-dimethylaminobenzyl)-1-piperazinecarbodithioate). The yield is 42.7%. Reaction SMILES: Cl.[CH3:2][N:3]([CH3:12])[C:4]1[CH:11]=[CH:10][CH:9]=[CH:8][C:5]=1[CH2:6]Cl.[N:13]1([C:19]([S:21][CH3:22])=[S:20])[CH2:18][CH2:17][NH:16][CH2:15][CH2:14]1.C(=O)([O-])[O-].[Na+].[Na+]>CC(C)=O>[CH3:2][N:3]([CH3:12])[C:4]1[CH:11]=[CH:10][CH:9]=[CH:8][C:5]=1[CH2:6][N:16]1[CH2:17][CH2:18][N:13]([C:19]([S:21][CH3:22])=[S:20])[CH2:14][CH2:15]1 |f:0.1,3.4.5|. Procedure: In 20 ml of acetone, 2.06 g (10 mmol.) of 2-dimethylaminobenzyl chloride hydrochloride, 1.76 g (10 mmol.) of methyl piperazinecarbodithioate, and 1.06 g (10 mmol.) of sodium carbonate were stirred overnight at room temperature. Acetone was distilled off under reduced pressure. Water was added to the residue. The aqueous mixture was extracted with ether. The ether portion was washed with water and a saturated aqueous sodium chloride solution, dried over anhydrous sodium sulfate, and placed under ... Reactants: P(=O)(Cl)(Cl)Cl (Phosphoryl chloride), C(=O)NC=1SC=C(N1)C(C(=O)O)=NOCCCC (2-(2-formamidothiazol-4-yl)-2-n-butoxyiminoacetic acid), NC1[C@@H]2N(C(=CCS2)C(=O)OCC2=CC=C(C=C2)[N+](=O)[O-])C1=O (4-nitrobenzyl 7-amino-3-cephem-4-carboxylate), aqueous solution, C([O-])([O-])=O.[Na+].[Na+] (sodium carbonate). Solvent: O1CCCC1 (tetrahydrofuran), CN(C=O)C (N,N-dimethylformamide), O1CCCC1 (Tetrahydrofuran), O (water), CC(=O)C (acetone), O1CCCC1 (tetrahydrofuran). Conditions: time 30 minute. Yields the product C(=O)NC=1SC=C(N1)C(C(=O)NC1[C@@H]2N(C(=CCS2)C(=O)OCC2=CC=C(C=C2)[N+](=O)[O-])C1=O)=NOCCCC (4-nitrobenzyl 7-[2-(2-formamidothiazol-4-yl)-2-n-butoxyiminoacetamido]-3-cephem-4-carboxylate). Yield: 81.8%. Reaction SMILES: P(Cl)(Cl)(Cl)=O.[CH:6]([NH:8][C:9]1[S:10][CH:11]=[C:12]([C:14](=[N:18][O:19][CH2:20][CH2:21][CH2:22][CH3:23])[C:15]([OH:17])=O)[N:13]=1)=[O:7].[NH2:24][CH:25]1[C:45](=[O:46])[N:27]2[C:28]([C:32]([O:34][CH2:35][C:36]3[CH:41]=[CH:40][C:39]([N+:42]([O-:44])=[O:43])=[CH:38][CH:37]=3)=[O:33])=[CH:29][CH2:30][S:31][C@H:26]12.C(=O)([O-])[O-].[Na+].[Na+]>O.CC(C)=O.O1CCCC1.CN(C)C=O>[CH:6]([NH:8][C:9]1[S:10][CH:11]=[C:12]([C:14](=[N:18][O:19][CH2:20][CH2:21][CH2:22][CH3:23])[C:15]([NH:24][CH:25]2[C:45](=[O:46])[N:27]3[C:28]([C:32]([O:34][CH2:35][C:36]4[CH:37]=[CH:38][C:39]([N+:42]([O-:44])=[O:43])=[CH:40][CH:41]=4)=[O:33])=[CH:29][CH2:30][S:31][C@H:26]23)=[O:17])[N:13]=1)=[O:7] |f:3.4.5|. Procedure: Phosphoryl chloride (13.2 g.) was added dropwise to a stirred solution of N,N-dimethylformamide (6.3 g.) and tetrahydrofuran (24.7 ml.) at -5° C., and stirred at the same temperature for 30 minutes. Tetrahydrofuran (120 ml.) and 2-(2-formamidothiazol-4-yl)-2-n-butoxyiminoacetic acid (syn isomer, 19.5 g.) were added to the solution at -5° C., and stirred at the same temperature for 30 minutes. The solution was added dropwise a stirred suspension of 4-nitrobenzyl 7-amino-3-cephem-4-carboxylate (24... Reactants: COCCOC, CN1CCN(C2CCC(n3nc(I)c4c(N)ncnc43)CC2)CC1, O=C(Nc1ccccc1)c1ccc(B(O)O)cc1, [Na+], [Na+], O=C([O-])[O-], O, [Pd]. Yields the product CN1CCN(C2CCC(n3nc(-c4ccc(C(=O)Nc5ccccc5)cc4)c4c(N)ncnc43)CC2)CC1. Reaction SMILES: [CH3:49][O:50][CH2:51][CH2:52][O:53][CH3:54].[I:1][c:2]1[n:3][n:4]([CH:12]2[CH2:13][CH2:14][CH:15]([N:18]3[CH2:19][CH2:20][N:21]([CH3:24])[CH2:22][CH2:23]3)[CH2:16][CH2:17]2)[c:5]2[n:6][cH:7][n:8][c:9]([NH2:11])[c:10]12.[NH:25]([c:26]1[cH:27][cH:28][cH:29][cH:30][cH:31]1)[C:32](=[O:33])[c:34]1[cH:35][cH:36][c:37]([B:40]([OH:41])[OH:42])[cH:38][cH:39]1.[Na+:43].[Na+:44].[O-:45][C:46](=[O:47])[O-:48].[OH2:56].[Pd:55]>>[c:2]1(-[c:37]2[cH:36][cH:35][c:34]([C:32]([NH:25][c:26]3[cH:27][cH:28][cH:29][cH:30][cH:31]3)=[O:33])[cH:39][cH:38]2)[n:3][n:4]([CH:12]2[CH2:13][CH2:14][CH:15]([N:18]3[CH2:19][CH2:20][N:21]([CH3:24])[CH2:22][CH2:23]3)[CH2:16][CH2:17]2)[c:5]2[n:6][cH:7][n:8][c:9]([NH2:11])[c:10]12. Starting materials: C(C)(=O)O[C@@H]1C(OC[C@H]([C@H]1OC(C)=O)OC(C)=O)N=C=S (2,3,4-tri-O-acetyl-D-arabinopyranosyl isothiocyanate), NC=1SC2=C(N1)C=CC=C2 (2-aminobenzothiazole). Solvent: C=1(C(=CC=CC1)C)C (xylene). Product: C(C)(=O)O[C@@H]1[C@H](OC[C@H]([C@H]1OC(C)=O)OC(C)=O)NC(=S)NC=1SC2=C(N1)C=CC=C2 (1-(2,3,4,-tri-O-acetyl-α-D-arabinopyranosyl)-3-(benzothiazol-2-yl)-2-thiourea). Reaction SMILES: [C:1]([O:4][C@H:5]1[C@H:10]([O:11][C:12](=[O:14])[CH3:13])[C@H:9]([O:15][C:16](=[O:18])[CH3:17])[CH2:8][O:7][CH:6]1[N:19]=[C:20]=[S:21])(=[O:3])[CH3:2].[NH2:22][C:23]1[S:24][C:25]2[CH:31]=[CH:30][CH:29]=[CH:28][C:26]=2[N:27]=1>C1(C)C(C)=CC=CC=1>[C:1]([O:4][C@H:5]1[C@H:10]([O:11][C:12](=[O:14])[CH3:13])[C@H:9]([O:15][C:16](=[O:18])[CH3:17])[CH2:8][O:7][C@@H:6]1[NH:19][C:20]([NH:22][C:23]1[S:24][C:25]2[CH:31]=[CH:30][CH:29]=[CH:28][C:26]=2[N:27]=1)=[S:21])(=[O:3])[CH3:2]. Procedure details: To 15 ml of anhydrous xylene were added 320 mg (1 mmol) of 2,3,4-tri-O-acetyl-D-arabinopyranosyl isothiocyanate and 150 mg (1 mmol) of 2-aminobenzothiazole (MW 150) and the mixture was treated in the same manner as that used in Example 4, yielding a syrup. The syrup was purified by column chromatography on silica-gel using benzene-acetone as eluent to give the tilted compound from the fraction of benzene-acetone (9:1). Yield: 110 mg (24%). Starting materials: Cc1[nH]c(C(=O)NC2CCN(c3cc(C(=O)O)nc(OCC4COC(C)(C)O4)n3)CC2)c(Cl)c1Cl, Cl, CON. Yields the product CONC(=O)c1cc(N2CCC(NC(=O)c3[nH]c(C)c(Cl)c3Cl)CC2)nc(OCC2COC(C)(C)O2)n1. RXN SMILES: [Cl:1][c:2]1[c:3]([C:9](=[O:10])[NH:11][CH:12]2[CH2:13][CH2:14][N:15]([c:18]3[cH:19][c:20]([C:33](=[O:34])[OH:35])[n:21][c:22]([O:24][CH2:25][CH:26]4[O:27][C:28]([CH3:31])([CH3:32])[O:29][CH2:30]4)[n:23]3)[CH2:16][CH2:17]2)[nH:4][c:5]([CH3:8])[c:6]1[Cl:7].[ClH:36].[O:37]([CH3:38])[NH2:39]>>[Cl:1][c:2]1[c:3]([C:9](=[O:10])[NH:11][CH:12]2[CH2:13][CH2:14][N:15]([c:18]3[cH:19][c:20]([C:33](=[O:34])[NH:39][O:37][CH3:38])[n:21][c:22]([O:24][CH2:25][CH:26]4[O:27][C:28]([CH3:31])([CH3:32])[O:29][CH2:30]4)[n:23]3)[CH2:16][CH2:17]2)[nH:4][c:5]([CH3:8])[c:6]1[Cl:7]. The reactants are Clc1ccc(OCCBr)cc1, Cc1ccc2[nH]c(S)nc2c1, CC(C)=O, [K+], [K+], O=C([O-])[O-]. Yields the product Cc1ccc2nc(SCCOc3ccc(Cl)cc3)[nH]c2c1. As a reaction SMILES: [Br:12][CH2:13][CH2:14][O:15][c:16]1[cH:17][cH:18][c:19]([Cl:22])[cH:20][cH:21]1.[CH3:1][c:2]1[cH:3][c:4]2[c:5]([nH:6][c:7]([SH:9])[n:8]2)[cH:10][cH:11]1.[CH3:29][C:30](=[O:31])[CH3:32].[K+:23].[K+:24].[O-:25][C:26]([O-:27])=[O:28]>>[CH3:1][c:2]1[cH:3][c:4]2[c:5]([n:6][c:7]([S:9][CH2:13][CH2:14][O:15][c:16]3[cH:17][cH:18][c:19]([Cl:22])[cH:20][cH:21]3)[nH:8]2)[cH:10][cH:11]1. RXN SMILES: [C:1]([C:3]1[C:4]([NH:13][C:14]2[CH:19]=[CH:18][CH:17]=[C:16]([CH3:20])[CH:15]=2)=[N:5][NH:6][C:7]=1[N:8]=[CH:9][N:10](C)C)#[N:2]>C(N)C1C=CC=CC=1>[CH2:20]([NH:2][C:1]1[N:10]=[CH:9][N:8]=[C:7]2[NH:6][N:5]=[C:4]([NH:13][C:14]3[CH:19]=[CH:18][CH:17]=[C:16]([CH3:20])[CH:15]=3)[C:3]=12)[C:16]1[CH:17]=[CH:18][CH:19]=[CH:14][CH:15]=1. Yields the product C(C1=CC=CC=C1)NC1=C2C(=NC=N1)NN=C2NC2=CC(=CC=C2)C (4-Benzylamino-3-(3-methyl-phenylamino)-1H-pyrazolo[3,4-d]pyrimidine). Solvent: C(C1=CC=CC=C1)N (benzylamine). Conditions: temperature 120 celsius, time 4 hour. Starting materials: C(#N)C=1C(=NNC1N=CN(C)C)NC1=CC(=CC=C1)C (4-cyano-5-(dimethylamino-methyleneamino)-3-(3-methyl-phenylamino)-pyrazole). Procedure: Under a nitrogen atmosphere, a mixture of 1 g (3.74 mmol) of 4-cyano-5-(dimethylamino-methyleneamino)-3-(3-methyl-phenylamino)-pyrazole and 10 ml of benzylamine is stirred for 4 hours at 120° C. and then concentrated by evaporation under a HV. The crystalline residue is digested in 10 ml of acetonitrile and filtered and the filter residue is recrystallized from 40 ml of acetonitrile, yielding the title compound; m.p. 200-201° C. The solvent is O (water), C(Cl)Cl (methylene chloride), N1=CC=CC=C1 (pyridine), C(Cl)Cl (methylene chloride). Run at time 50 minute. Reactants: [Cl-].[NH4+] (ammonium chloride), C(C)(C)(C)C1=C(N)C=C(C=C1)C(=O)OC (2-t-butyl-5-methoxycarbonylaniline), C(C(=O)Cl)(=O)Cl (oxalyl chloride), C(C)(=O)OCC1=CC(=C(C=C1)C(CC(=O)O)CCCCC)OC (3-(4-acetoxymethyl-2-methoxyphenyl)octanoic acid). Reaction SMILES: C(Cl)(=O)C(Cl)=O.C([O:10][CH2:11][C:12]1[CH:17]=[CH:16][C:15]([CH:18]([CH2:23][CH2:24][CH2:25][CH2:26][CH3:27])[CH2:19][C:20]([OH:22])=O)=[C:14]([O:28][CH3:29])[CH:13]=1)(=O)C.[C:30]([C:34]1[CH:40]=[CH:39][C:38]([C:41]([O:43][CH3:44])=[O:42])=[CH:37][C:35]=1[NH2:36])([CH3:33])([CH3:32])[CH3:31].[Cl-].[NH4+]>CN(C)C=O.C(Cl)Cl.O.N1C=CC=CC=1>[C:30]([C:34]1[CH:40]=[CH:39][C:38]([C:41]([O:43][CH3:44])=[O:42])=[CH:37][C:35]=1[NH:36][C:20](=[O:22])[CH2:19][CH:18]([C:15]1[CH:16]=[CH:17][C:12]([CH2:11][OH:10])=[CH:13][C:14]=1[O:28][CH3:29])[CH2:23][CH2:24][CH2:25][CH2:26][CH3:27])([CH3:33])([CH3:31])[CH3:32] |f:3.4|. Reagents/catalysts: CN(C=O)C (dimethylformamide). Yields the product C(C)(C)(C)C1=C(C=C(C=C1)C(=O)OC)NC(CC(CCCCC)C1=C(C=C(C=C1)CO)OC)=O (N-(2-t-Butyl-5-methoxycarbonylphenyl)-3-(4-hydroxymethyl-2-methoxyphenyl)octanamide). The yield is 88.0%. Procedure: One drop of dimethylformamide and then 3.0 ml (34.5 mmol) of oxalyl chloride were added to a solution of 6.06 g (18.8 mmol) of 3-(4-acetoxymethyl-2-methoxyphenyl)octanoic acid (prepared as described in Preparation 41) in 40 ml of methylene chloride, and the resulting mixture was stirred at room temperature for 50 minutes. At the end of this time, the reaction mixture was freed from excess reagents and the solvent by distillation under reduced pressure. The resulting residue was dissolved in 20 m... Reactants: CO, CN, CO, Cc1ccc(Sc2cc(C=O)nn2-c2ccccc2Cl)nc1, C1CCOC1. The product is CNCc1cc(Sc2ccc(C)cn2)n(-c2ccccc2Cl)n1. As a reaction SMILES: [CH3:23][OH:24].[CH3:25][NH2:26].[CH3:27][OH:28].[Cl:1][c:2]1[c:3](-[n:8]2[n:9][c:10]([CH:21]=[O:22])[cH:11][c:12]2[S:13][c:14]2[n:15][cH:16][c:17]([CH3:20])[cH:18][cH:19]2)[cH:4][cH:5][cH:6][cH:7]1.[O:29]1[CH2:30][CH2:31][CH2:32][CH2:33]1>>[Cl:1][c:2]1[c:3](-[n:8]2[n:9][c:10]([CH2:21][NH:26][CH3:25])[cH:11][c:12]2[S:13][c:14]2[n:15][cH:16][c:17]([CH3:20])[cH:18][cH:19]2)[cH:4][cH:5][cH:6][cH:7]1.